This data is from the Open Reaction Database (ORD), a public repository of structured organic reaction records. The task is: describe an organic reaction: reactants, conditions, products, and yield The reactants are NC=1C=C(C=NC1OC)C1=CN=CC(=N1)CNC(OC(C)(C)C)=O (tert-butyl 6-(5-amino-6-methoxypyridin-3-yl)pyrazin-2-ylmethylcarbamate), COCCOC (DME), ClC1=NC=CC2=CC=CC=C12 (1-chloroisoquinoline), CC(C)([O-])C.[Na+] (sodium tert-butoxide). The reagents and catalysts are CC(=O)[O-].CC(=O)[O-].[Pd+2] (Pd(OAc)2). The solvent is C(Cl)Cl (DCM). Conditions: temperature 90 celsius, time 8 hour. Product: C1(=NC=CC2=CC=CC=C12)NC=1C=C(C=NC1OC)C1=CN=CC(=N1)CNC(OC(C)(C)C)=O (tert-butyl 6-(5-(isoquinolin-1-ylamino)-6-methoxypyridin-3-yl)pyrazin-2-ylmethylcarbamate). The yield is 55.7%. RXN SMILES: [NH2:1][C:2]1[CH:3]=[C:4]([C:10]2[N:15]=[C:14]([CH2:16][NH:17][C:18](=[O:24])[O:19][C:20]([CH3:23])([CH3:22])[CH3:21])[CH:13]=[N:12][CH:11]=2)[CH:5]=[N:6][C:7]=1[O:8][CH3:9].Cl[C:26]1[C:35]2[C:30](=[CH:31][CH:32]=[CH:33][CH:34]=2)[CH:29]=[CH:28][N:27]=1.CC(C)([O-])C.[Na+].COCCOC>C(Cl)Cl.CC([O-])=O.CC([O-])=O.[Pd+2]>[C:26]1([NH:1][C:2]2[CH:3]=[C:4]([C:10]3[N:15]=[C:14]([CH2:16][NH:17][C:18](=[O:24])[O:19][C:20]([CH3:21])([CH3:23])[CH3:22])[CH:13]=[N:12][CH:11]=3)[CH:5]=[N:6][C:7]=2[O:8][CH3:9])[C:35]2[C:30](=[CH:31][CH:32]=[CH:33][CH:34]=2)[CH:29]=[CH:28][N:27]=1 |f:2.3,6.7.8|. Reported procedure: tert-butyl 6-(5-amino-6-methoxypyridin-3-yl)pyrazin-2-ylmethylcarbamate (100 mg, 0.30 mmol, 1 eq.), 1-chloroisoquinoline (59 mg, 0.36 mmol, 1.2 eq.), Pd(OAc)2 (6.8 mg, 30.2 μmol, 0.1 eq.), Josiphos (16.7 mg, 30.2 μmol, 0.1 eq.) and sodium tert-butoxide (41 mg, 0.42 mmol, 1.4 eq.) were placed in a 2.5 mL V-bottomed Wheaton vial and dry DME (0.5 mL) was added. The resulting mixture was stirred at 90° C. overnight. The reaction mixture was allowed to cool to RT, diluted with DCM, silica (10 mL) add... The reactants are CN(CCC1=CC=C(C=C1)[N+](=O)[O-])CCO (2-[N-methyl-N-(4-nitrophenethyl)amino]ethanol), S(=O)(Cl)Cl (thionyl chloride). Run at temperature 0 celsius. Procedure: To a solution of 2-[N-methyl-N-(4-nitrophenethyl)amino]ethanol (8.0 g) in dry methylene chloride (75 ml) was added dropwise thionyl chloride (3ml) with stirring at 0° C. The mixture was allowed to warm to ambient temperature and stirred for 16 hours. The resultant solid was filtered, washed with dry ether and dried to give a colourless product (7.1 g). Crystallisation from ethyl acetate/methanol gave the title compound, 6.0 g, m.p. 168°-169°. Yields the product Cl.CN(CCC1=CC=C(C=C1)[N+](=O)[O-])CCCl (2-[N-Methyl-N-(4-nitrophenethyl)amino]ethyl chloride hydrochloride). Run in C(Cl)Cl (methylene chloride). RXN SMILES: [CH3:1][N:2]([CH2:14][CH2:15]O)[CH2:3][CH2:4][C:5]1[CH:10]=[CH:9][C:8]([N+:11]([O-:13])=[O:12])=[CH:7][CH:6]=1.S(Cl)([Cl:19])=O>C(Cl)Cl>[ClH:19].[CH3:1][N:2]([CH2:14][CH2:15][Cl:19])[CH2:3][CH2:4][C:5]1[CH:10]=[CH:9][C:8]([N+:11]([O-:13])=[O:12])=[CH:7][CH:6]=1 |f:3.4|. The reactants are COCOc1nn(-c2ccccc2)cc1C=O, CCOP(=O)(Cc1coc(C(C)C)n1)OCC, [H-], [Na+], C1CCOC1, O. The product is COCOc1nn(-c2ccccc2)cc1C=Cc1coc(C(C)C)n1. RXN SMILES: [CH3:20][O:21][CH2:22][O:23][c:24]1[n:25][n:26](-[c:31]2[cH:32][cH:33][cH:34][cH:35][cH:36]2)[cH:27][c:28]1[CH:29]=[O:30].[CH:1]([CH3:2])([CH3:3])[c:4]1[o:5][cH:6][c:7]([CH2:9][P:10](=[O:11])([O:12][CH2:13][CH3:14])[O:15][CH2:16][CH3:17])[n:8]1.[H-:18].[Na+:19].[O:38]1[CH2:39][CH2:40][CH2:41][CH2:42]1.[OH2:37]>>[CH:1]([CH3:2])([CH3:3])[c:4]1[o:5][cH:6][c:7]([CH:9]=[CH:29][c:28]2[c:24]([O:23][CH2:22][O:21][CH3:20])[n:25][n:26](-[c:31]3[cH:32][cH:33][cH:34][cH:35][cH:36]3)[cH:27]2)[n:8]1.